describe an organic reaction: reactants, conditions, products, and yield From a dataset of the Open Reaction Database (ORD), a public repository of structured organic reaction records. Starting materials: S(C#N)C1=C(NC2=NC=CC=C21)C (3-thiocyano-2-methyl pyrrolo [2,3-b]pyridine), C(C(=O)C1=CC=CC=C1)Cl (phenacyl chloride). Run in C(C)#N.CN(C=O)C (acetonitrile dimethylformamide). Yields the product Cl.S(C#N)C1=C(N=C2N(C=CC=C21)CC(=O)C2=CC=CC=C2)C (3-thiocyano-2-methyl-7-phenacylpyrrolo[2,3-b]pyridine hydrochloride). Reaction SMILES: [S:1]([C:4]1[C:12]2[C:7](=[N:8][CH:9]=[CH:10][CH:11]=2)[NH:6][C:5]=1[CH3:13])[C:2]#[N:3].[CH2:14]([Cl:23])[C:15]([C:17]1[CH:22]=[CH:21][CH:20]=[CH:19][CH:18]=1)=[O:16]>C(#N)C.CN(C)C=O>[ClH:23].[S:1]([C:4]1[C:12]2[C:7]([N:8]([CH2:14][C:15]([C:17]3[CH:22]=[CH:21][CH:20]=[CH:19][CH:18]=3)=[O:16])[CH:9]=[CH:10][CH:11]=2)=[N:6][C:5]=1[CH3:13])[C:2]#[N:3] |f:2.3,4.5|. Procedure details: A solution of 100 mg (0.53 mmol) of 3-thiocyano-2-methyl pyrrolo [2,3-b]pyridine and 122 mg (0.79 mmol) of phenacyl chloride in 3 ml acetonitrile: dimethylformamide 2:1 was warmed at 70° C. for 36 h. The reaction mixture was cooled to room temperature and the acetonitrile was evaporated. To the residue was added 10 ml diethyl ether. The precipitated product was filtered off and washed with acetonitrile giving 37 mg (23%) of the title compound. Starting materials: CC(=O)OI1(C=2C=CC=CC2C(=O)O1)(OC(=O)C)OC(=O)C (Dess Martin reagent), C1(CCCCC1)CC(=O)N[C@H](C(=O)N1C[C@]2(CN(C(O2)=O)C2=CC=CC=C2)C[C@H]1C(=O)N[C@H](C(C(=O)NC1CC1)O)CCC)C(C)(C)C ((5S,8S)-7-((S)-2-(2-cyclohexylacetamido)-3,3-dimethylbutanoyl)-N-((3S)-1-(cyclopropylamino)-2-hydroxy-1-oxohexan-3-yl)-2-oxo-3-phenyl-1-oxa-3,7-diazaspiro[4.4]nonane-8-carboxamide), [O-]S(=O)(=S)[O-].[Na+].[Na+] (Na2S2O3). Run in C(Cl)Cl (DCM). Run at time 3 hour. Yields the product C1(CCCCC1)CC(=O)N[C@H](C(=O)N1C[C@]2(CN(C(O2)=O)C2=CC=CC=C2)C[C@H]1C(=O)N[C@H](C(C(=O)NC1CC1)=O)CCC)C(C)(C)C ((5S,8S)-7-((S)-2-(2-cyclohexylacetamido)-3,3-dimethylbutanoyl)-N-((S)-1-(cyclopropylamino)-1,2-dioxohexan-3-yl)-2-oxo-3-phenyl-1-oxa-3,7-diazaspiro[4.4]nonane-8-carboxamide). The yield is 79.6%. RXN SMILES: [CH:1]1([CH2:7][C:8]([NH:10][C@@H:11]([C:45]([CH3:48])([CH3:47])[CH3:46])[C:12]([N:14]2[C@H:29]([C:30]([NH:32][C@@H:33]([CH2:42][CH2:43][CH3:44])[CH:34]([OH:41])[C:35]([NH:37][CH:38]3[CH2:40][CH2:39]3)=[O:36])=[O:31])[CH2:28][C@:16]3([O:20][C:19](=[O:21])[N:18]([C:22]4[CH:27]=[CH:26][CH:25]=[CH:24][CH:23]=4)[CH2:17]3)[CH2:15]2)=[O:13])=[O:9])[CH2:6][CH2:5][CH2:4][CH2:3][CH2:2]1.CC(OI1(OC(C)=O)(OC(C)=O)OC(=O)C2C=CC=CC1=2)=O.[O-]S([O-])(=S)=O.[Na+].[Na+]>C(Cl)Cl>[CH:1]1([CH2:7][C:8]([NH:10][C@@H:11]([C:45]([CH3:46])([CH3:48])[CH3:47])[C:12]([N:14]2[C@H:29]([C:30]([NH:32][C@@H:33]([CH2:42][CH2:43][CH3:44])[C:34](=[O:41])[C:35]([NH:37][CH:38]3[CH2:40][CH2:39]3)=[O:36])=[O:31])[CH2:28][C@:16]3([O:20][C:19](=[O:21])[N:18]([C:22]4[CH:27]=[CH:26][CH:25]=[CH:24][CH:23]=4)[CH2:17]3)[CH2:15]2)=[O:13])=[O:9])[CH2:6][CH2:5][CH2:4][CH2:3][CH2:2]1 |f:2.3.4|. Procedure details: (5S,8S)-7-((S)-2-(2-cyclohexylacetamido)-3,3-dimethylbutanoyl)-N-((3S)-1-(cyclopropylamino)-2-hydroxy-1-oxohexan-3-yl)-2-oxo-3-phenyl-1-oxa-3,7-diazaspiro[4.4]nonane-8-carboxamide (I1) (20 mg, 30 μmol, 1 eq.) was diluted in DCM. Dess Martin reagent (38 mg, 90 μmol, 3 eq.) was added and the mixture was stirred for 3 hrs at room temp. Na2S2O3 (aq., 5 eq.) was added and the mixture was stirred for another 0.5 hrs. The product was extracted with DCM. Chromatography on the combined organic layers usi... Product: OC1=CC(=CC2=C1OC(O2)(C2=CC=CC=C2)C2=CC=CC=C2)C(=O)N2CCCCC2 ((7-hydroxy-2,2-diphenyl-benzo[1,3]dioxol-5-yl)-piperidin-1-yl-methanone). Procedure details: Piperidine (0.3 ml, 2 mmol) and ethyl diisopropylamine (0.5 ml, 3 mmol) were dissolved in methylene chloride (10 ml). 7-Hydroxy-2,2-diphenyl-benzo[1,3]dioxole-5-carbonyl chloride (353 mg, 1 mmol) dissolved in methylene chloride (3 ml) was added dropwise at room temperature. The reaction was stirred at room temperature for 24 hours. The solvent was evaporated and the residue was partitioned between ethyl acetate and water. The organic layer was extracted with IN aqueous HCl solution, brine, dried... The reactants are N1CCCCC1 (Piperidine), C(C)N(C(C)C)C(C)C (ethyl diisopropylamine), OC1=CC(=CC2=C1OC(O2)(C2=CC=CC=C2)C2=CC=CC=C2)C(=O)Cl (7-Hydroxy-2,2-diphenyl-benzo[1,3]dioxole-5-carbonyl chloride). Reaction SMILES: [NH:1]1[CH2:6][CH2:5][CH2:4][CH2:3][CH2:2]1.C(N(C(C)C)C(C)C)C.[OH:16][C:17]1[C:22]2[O:23][C:24]([C:32]3[CH:37]=[CH:36][CH:35]=[CH:34][CH:33]=3)([C:26]3[CH:31]=[CH:30][CH:29]=[CH:28][CH:27]=3)[O:25][C:21]=2[CH:20]=[C:19]([C:38](Cl)=[O:39])[CH:18]=1>C(Cl)Cl>[OH:16][C:17]1[C:22]2[O:23][C:24]([C:26]3[CH:27]=[CH:28][CH:29]=[CH:30][CH:31]=3)([C:32]3[CH:37]=[CH:36][CH:35]=[CH:34][CH:33]=3)[O:25][C:21]=2[CH:20]=[C:19]([C:38]([N:1]2[CH2:6][CH2:5][CH2:4][CH2:3][CH2:2]2)=[O:39])[CH:18]=1. Yield: 44.8%. Reaction conditions: time 24 hour. Solvent: C(Cl)Cl (methylene chloride), C(Cl)Cl (methylene chloride). Reactants: CO, COC(=O)Cc1ccc(O)cc1, NN, O. The product is NNC(=O)Cc1ccc(O)cc1. RXN SMILES: [CH3:16][OH:17].[CH3:3][O:4][C:5]([CH2:6][c:7]1[cH:8][cH:9][c:10]([OH:13])[cH:11][cH:12]1)=[O:14].[NH2:1][NH2:2].[OH2:15]>>[NH:1]([NH2:2])[C:5](=[O:4])[CH2:6][c:7]1[cH:8][cH:9][c:10]([OH:13])[cH:11][cH:12]1.